Dataset: the Open Reaction Database (ORD), a public repository of structured organic reaction records. Task: describe an organic reaction: reactants, conditions, products, and yield Reactants: C1C(C2=CC=CC=C2)O1 (Styrene oxide), [H-].[Na+] (NaH), CC=1C=C(C=C(C1)C=1C=NNC1)NC1=NC=CC(=N1)C(F)(F)F (N-(3-methyl-5-(1H-pyrazol-4-yl)phenyl)-4-(trifluoromethyl)pyrimidin-2-amine), CN(C)C=O (DMF). Solvent: O (H2O). Reaction conditions: time 15 minute. Product: CC=1C=C(C=C(C1)NC1=NC=CC(=N1)C(F)(F)F)C=1C=NN(C1)CC(O)C1=CC=CC=C1 (racemic 2-(4-(3-methyl-5-((4-(trifluoromethyl)pyrimidin-2-yl)amino)phenyl)-1H-pyrazol-1-yl)-1-phenylethanol). Reaction SMILES: [H-].[Na+].[CH3:3][C:4]1[CH:5]=[C:6]([NH:15][C:16]2[N:21]=[C:20]([C:22]([F:25])([F:24])[F:23])[CH:19]=[CH:18][N:17]=2)[CH:7]=[C:8]([C:10]2[CH:11]=[N:12][NH:13][CH:14]=2)[CH:9]=1.CN(C=O)C.[CH2:31]1[O:39][CH:32]1[C:33]1[CH:38]=[CH:37][CH:36]=[CH:35][CH:34]=1>O>[CH3:3][C:4]1[CH:9]=[C:8]([C:10]2[CH:11]=[N:12][N:13]([CH2:31][CH:32]([C:33]3[CH:38]=[CH:37][CH:36]=[CH:35][CH:34]=3)[OH:39])[CH:14]=2)[CH:7]=[C:6]([NH:15][C:16]2[N:21]=[C:20]([C:22]([F:23])([F:25])[F:24])[CH:19]=[CH:18][N:17]=2)[CH:5]=1 |f:0.1|. Reported procedure: NaH (0.0075 g, 0.19 mmol, 60% dispersion) was added to N-(3-methyl-5-(1H-pyrazol-4-yl)phenyl)-4-(trifluoromethyl)pyrimidin-2-amine (0.02 g, 0.06 mmol) suspended in DMF (1 mL, 0.06 mmol). The reaction mixture was allowed to stir at ambient temperature for 15 minutes. Styrene oxide (0.01 g, 0.08 mmol) was then added. The vial was capped and allowed to stir at 45° C. for 12 hours. H2O (0.2 mL) was added and the reaction was concentrated under reduced pressure. The residue was taken up in DMSO (1.0 ... The reactants are [Li]CCCC, CN(C)C=O, CC(C)NC(C)C, CC(C)[N-]C(C)C, Fc1cccnc1, [Li+], C1CCOC1, O. RXN SMILES: [CH2:9]([Li:10])[CH2:11][CH2:12][CH3:13].[CH3:28][N:29]([CH:30]=[O:31])[CH3:32].[CH:14]([NH:15][CH:16]([CH3:17])[CH3:18])([CH3:19])[CH3:20].[CH:1]([N-:2][CH:3]([CH3:4])[CH3:5])([CH3:6])[CH3:7].[F:21][c:22]1[cH:23][n:24][cH:25][cH:26][cH:27]1.[Li+:8].[O:33]1[CH2:34][CH2:35][CH2:36][CH2:37]1.[OH2:38]>>[F:21][c:22]1[cH:23][n:24][cH:25][cH:26][c:27]1[CH:30]=[O:31]. Yields the product O=Cc1ccncc1F. Yields the product CN(C(=O)N(C)C1CN(C(=O)N2CCOCC2)CC1c1ccc(F)cc1)c1cc(C(F)(F)F)cc(C(F)(F)F)c1. Starting materials: C1COCCN1, CN(C(=O)N(C)C1CN(C(=O)Oc2ccc([N+](=O)[O-])cc2)CC1c1ccc(F)cc1)c1cc(C(F)(F)F)cc(C(F)(F)F)c1. As a reaction SMILES: [CH2:45]1[CH2:46][O:47][CH2:48][CH2:49][NH:50]1.[F:1][C:2]([c:3]1[cH:4][c:5]([N:13]([C:14](=[O:15])[N:16]([CH:17]2[CH2:18][N:19]([C:29](=[O:30])[O:31][c:32]3[cH:33][cH:34][c:35]([N+:36]([O-:37])=[O:38])[cH:39][cH:40]3)[CH2:20][CH:21]2[c:22]2[cH:23][cH:24][c:25]([F:28])[cH:26][cH:27]2)[CH3:41])[CH3:42])[cH:6][c:7]([C:9]([F:10])([F:11])[F:12])[cH:8]1)([F:43])[F:44]>>[F:1][C:2]([c:3]1[cH:4][c:5]([N:13]([C:14](=[O:15])[N:16]([CH:17]2[CH2:18][N:19]([C:29](=[O:30])[N:50]3[CH2:45][CH2:46][O:47][CH2:48][CH2:49]3)[CH2:20][CH:21]2[c:22]2[cH:23][cH:24][c:25]([F:28])[cH:26][cH:27]2)[CH3:41])[CH3:42])[cH:6][c:7]([C:9]([F:10])([F:11])[F:12])[cH:8]1)([F:43])[F:44]. The reactants are NCC1CC(CO1)SC1=C(N2C(C(C2C1C)C(C)O)=O)C(=O)O (3-[[5-(Aminomethyl)tetrahydro-3-furanyl]thio]-6-(1-hydroxyethyl)-4-methyl-7-oxo-1-azabicyclo[3.2.0]hept-2-ene-2-carboxylic acid), ClCC1NC(OC1=O)=O (4-(Chloromethyl)-2,5-oxazolidinedione). The solvent is P(=O)([O-])([O-])[O-].[Na+].[Na+].[Na+] (sodium phosphate). The product is NC(C(=O)NCC1CC(CO1)SC1=C(N2C(C(C2C1C)C(C)O)=O)C(=O)O)CCl (3-[[5-[[(2-Amino-3-chloro-1-oxopropyl)amino]methyl]-tetrahydro-3-furanyl]thio]-6-(1-hydroxyethyl)-4-methyl-7-oxo-1-azabicyclo[3.2.0]hept-2-ene-2-carboxylic acid). The yield is 38.7%. As a reaction SMILES: [NH2:1][CH2:2][CH:3]1[O:7][CH2:6][CH:5]([S:8][C:9]2[CH:15]([CH3:16])[CH:14]3[N:11]([C:12](=[O:20])[CH:13]3[CH:17]([OH:19])[CH3:18])[C:10]=2[C:21]([OH:23])=[O:22])[CH2:4]1.[Cl:24][CH2:25][CH:26]1[C:30](=O)[O:29]C(=O)[NH:27]1>P([O-])([O-])([O-])=O.[Na+].[Na+].[Na+]>[NH2:27][CH:26]([CH2:25][Cl:24])[C:30]([NH:1][CH2:2][CH:3]1[O:7][CH2:6][CH:5]([S:8][C:9]2[CH:15]([CH3:16])[CH:14]3[N:11]([C:12](=[O:20])[CH:13]3[CH:17]([OH:19])[CH3:18])[C:10]=2[C:21]([OH:23])=[O:22])[CH2:4]1)=[O:29] |f:2.3.4.5|. Procedure: The title compound is prepared by the procedure of Example 47 using 0.0685 g of product from Example 46 in 1.5 ml of sodium phosphate buffer (pH 8.5) and 0.0299 g of product from Example 53 to give 0.0347 g of the desired product. Reactants: C1CCOC1, CCOC(C)=O, CC(C)[Si](OC1CCN(N2CCC(Cc3c(Cl)cc(-c4ccc(C(=O)N5CCC(C(F)(F)F)CC5)cc4)cc3Cl)C2=O)CC1)(C(C)C)C(C)C, O=C(O)C(F)(F)F, O. The product is O=C(c1ccc(-c2cc(Cl)c(CC3CCN(N4CCC(O)CC4)C3=O)c(Cl)c2)cc1)N1CCC(C(F)(F)F)CC1. As a reaction SMILES: [CH2:51]1[O:52][CH2:53][CH2:54][CH2:55]1.[CH3:64][CH2:65][O:66][C:67](=[O:68])[CH3:69].[Cl:1][c:2]1[cH:3][c:4](-[c:33]2[cH:34][cH:35][c:36]([C:39](=[O:40])[N:41]3[CH2:42][CH2:43][CH:44]([C:47]([F:48])([F:49])[F:50])[CH2:45][CH2:46]3)[cH:37][cH:38]2)[cH:5][c:6]([Cl:32])[c:7]1[CH2:8][CH:9]1[C:10](=[O:31])[N:11]([N:14]2[CH2:15][CH2:16][CH:17]([O:20][Si:21]([CH:22]([CH3:23])[CH3:24])([CH:25]([CH3:26])[CH3:27])[CH:28]([CH3:29])[CH3:30])[CH2:18][CH2:19]2)[CH2:12][CH2:13]1.[F:57][C:58]([F:59])([F:60])[C:61]([OH:62])=[O:63].[OH2:56]>>[Cl:1][c:2]1[cH:3][c:4](-[c:33]2[cH:34][cH:35][c:36]([C:39](=[O:40])[N:41]3[CH2:42][CH2:43][CH:44]([C:47]([F:48])([F:49])[F:50])[CH2:45][CH2:46]3)[cH:37][cH:38]2)[cH:5][c:6]([Cl:32])[c:7]1[CH2:8][CH:9]1[C:10](=[O:31])[N:11]([N:14]2[CH2:15][CH2:16][CH:17]([OH:20])[CH2:18][CH2:19]2)[CH2:12][CH2:13]1. Reactants: ClC1=NC=CN=C1NN (2-chloro-3-hydrazinylpyrazine), COC(C1=CC=CC=C1)(OC)OC (Trimethyl orthobenzoate). Reaction conditions: temperature 120 celsius, time 3 hour. Yields the product ClC=1C=2N(C=CN1)C(=NN2)C2=CC=CC=C2 (8-chloro-3-phenyl-[1,2,4]triazolo[4,3-a]pyrazine). Yield: 105.8%. Reaction SMILES: [Cl:1][C:2]1[C:7]([NH:8][NH2:9])=[N:6][CH:5]=[CH:4][N:3]=1.CO[C:12](OC)(OC)[C:13]1[CH:18]=[CH:17][CH:16]=[CH:15][CH:14]=1>>[Cl:1][C:2]1[C:7]2[N:6]([C:12]([C:13]3[CH:18]=[CH:17][CH:16]=[CH:15][CH:14]=3)=[N:9][N:8]=2)[CH:5]=[CH:4][N:3]=1. Reported procedure: Title compound 471 (0.8 g, 5.53 mmol) and Trimethyl orthobenzoate (5 mL, 29.1 mmol) were combined and the reaction mixture was stirred at 120° C. for 3 h. The mixture was cooled to room temperature and the solid was filtered and washed with hexanes to afford title compound 472 (1.35 g, 100%) as a beige solid. MS (m/z): 231.1 (M+H) The reactants are C1(CCCC1)NC1=NC(=NC(=C1C)C)NCC1=NC=CC=C1 (N4-cyclopentyl-5,6-dimethyl-N2-(pyridin-2-ylmethyl)pyrimidine-2,4-diamine), S1C(=NN=C1)N (1,3,4-thiadiazol-2-amine). Product: CC=1C(=NC(=NC1C)NCC1=NC=CC=C1)NC=1SC=NN1 (5,6-dimethyl-N2-(pyridin-2-ylmethyl)-N4-(1,3,4-thiadiazol-2-yl)pyrimidine-2,4-diamine). Reaction SMILES: [CH:1]1([NH:6][C:7]2[C:12]([CH3:13])=[C:11]([CH3:14])[N:10]=[C:9]([NH:15][CH2:16][C:17]3[CH:22]=[CH:21][CH:20]=[CH:19][N:18]=3)[N:8]=2)CCCC1.[S:23]1C=[N:26][N:25]=[C:24]1N>>[CH3:13][C:12]1[C:7]([NH:6][C:1]2[S:23][CH:24]=[N:25][N:26]=2)=[N:8][C:9]([NH:15][CH2:16][C:17]2[CH:22]=[CH:21][CH:20]=[CH:19][N:18]=2)=[N:10][C:11]=1[CH3:14]. Procedure: The titled compound was synthesized according to the procedure described for preparation of N4-cyclopentyl-5,6-dimethyl-N2-(pyridin-2-ylmethyl)pyrimidine-2,4-diamine (Example 29) using 1,3,4-thiadiazol-2-amine instead of cyclopentanamine. The crude material was purified by column chromatography eluting with mixture of chloroform/ethanol/20% water solution of ammonia (200:10:1), and then the final product was washed with diethyl ether to afford the titled compound as a white solid. 1H NMR (300 MH...